Dataset: the Open Reaction Database (ORD), a public repository of structured organic reaction records. Task: describe an organic reaction: reactants, conditions, products, and yield Reactants: cyclo-glycyl-L-phenylalanine, O (water), COC([C@@H](N)CC1=CC=CC=C1)=O (L-phenylalanine methyl ester), C(=O)(N1C=NC=C1)N1C=NC=C1 (carbonyldiimidazole), C(C1=CC=CC=C1)OC(=O)NCC(=O)O (N-benzyloxycarbonyl-glycine), acylimidazolides, oil. Run in O1CCCC1 (THF), O1CCCC1 (tetrahydrofuran). Run at time 45 minute. Product: COC([C@@H](NC(CNC(=O)OCC1=CC=CC=C1)=O)CC1=CC=CC=C1)=O (N-Benzyloxycarbonyl-glycyl-L-phenylalanine Methyl Ester). Reaction SMILES: C(N1C=CN=C1)(N1C=CN=C1)=O.[CH2:13]([O:20][C:21]([NH:23][CH2:24][C:25]([OH:27])=O)=[O:22])[C:14]1[CH:19]=[CH:18][CH:17]=[CH:16][CH:15]=1.[CH3:28][O:29][C:30](=[O:40])[C@H:31]([CH2:33][C:34]1[CH:39]=[CH:38][CH:37]=[CH:36][CH:35]=1)[NH2:32].O>O1CCCC1>[CH3:28][O:29][C:30](=[O:40])[C@H:31]([CH2:33][C:34]1[CH:39]=[CH:38][CH:37]=[CH:36][CH:35]=1)[NH:32][C:25](=[O:27])[CH2:24][NH:23][C:21]([O:20][CH2:13][C:14]1[CH:15]=[CH:16][CH:17]=[CH:18][CH:19]=1)=[O:22]. Procedure: Solid carbonyldiimidazole (79.10 g, 0.488 mol) was added to a room temperature solution of N-benzyloxycarbonyl-glycine (117.11 g, 0.560 mol) in anhydrous tetrahydrofuran (THF, 600 mL). The resulting solution was stirred for 45 minutes until C02 evolution had ceased. A solution of L-phenylalanine methyl ester (79.65 g, 0.444 mol) in anhydrous THF (~200 mL) was then added. The reaction temperature was maintained below 40° C. by application of a water bath to the exterior of the reaction vessel. Af...